Dataset: the Open Reaction Database (ORD), a public repository of structured organic reaction records. Task: describe an organic reaction: reactants, conditions, products, and yield The reactants are CC(C)(C)OC(CCC(C=O)NC(=O)C1CCCN2C(=O)CCC(NC(=O)c3ccccc3)C(=O)N12)=NNC(N)=O, C=O, CO, Cl. The product is CC(C)(C)OC(=O)CCC(C=O)NC(=O)C1CCCN2C(=O)CCC(NC(=O)c3ccccc3)C(=O)N12. As a reaction SMILES: [C:1]([c:2]1[cH:3][cH:4][cH:5][cH:6][cH:7]1)(=[O:8])[NH:9][CH:10]1[CH2:11][CH2:12][C:13](=[O:41])[N:14]2[N:15]([C:16]1=[O:17])[CH:18]([C:22](=[O:23])[NH:24][CH:25]([CH2:26][CH2:27][C:28]([O:29][C:30]([CH3:31])([CH3:32])[CH3:33])=[N:34][NH:35][C:36](=[O:37])[NH2:38])[CH:39]=[O:40])[CH2:19][CH2:20][CH2:21]2.[CH2:42]=[O:43].[CH3:45][OH:46].[ClH:44]>>[C:1]([c:2]1[cH:3][cH:4][cH:5][cH:6][cH:7]1)(=[O:8])[NH:9][CH:10]1[CH2:11][CH2:12][C:13](=[O:41])[N:14]2[N:15]([C:16]1=[O:17])[CH:18]([C:22](=[O:23])[NH:24][CH:25]([CH2:26][CH2:27][C:28]([O:29][C:30]([CH3:31])([CH3:32])[CH3:33])=[O:43])[CH:39]=[O:40])[CH2:19][CH2:20][CH2:21]2. Reactants: CN(C(=O)N1CC2C(C1)CC(C2)(C)NCC(=O)N2[C@@H](CCC2)C#N)C (5-[2-((S)-2-cyano-pyrrolidin-1-yl)-2-oxo-ethylamino]-5-methyl-hexahydro-cyclopenta[c]pyrrole-2-carboxylic acid dimethylamide), O.C1(=CC=C(C=C1)S(=O)(=O)O)C (p-toluenesulfonic acid monohydrate). Reaction SMILES: [CH3:1][N:2]([CH3:25])[C:3]([N:5]1[CH2:9][CH:8]2[CH2:10][C:11]([NH:14][CH2:15][C:16]([N:18]3[CH2:22][CH2:21][CH2:20][C@H:19]3[C:23]#[N:24])=[O:17])([CH3:13])[CH2:12][CH:7]2[CH2:6]1)=[O:4].O.[C:27]1([CH3:37])[CH:32]=[CH:31][C:30]([S:33]([OH:36])(=[O:35])=[O:34])=[CH:29][CH:28]=1>ClCCl>[C:27]1([CH3:37])[CH:28]=[CH:29][C:30]([S:33]([OH:36])(=[O:34])=[O:35])=[CH:31][CH:32]=1.[CH3:25][N:2]([CH3:1])[C:3]([N:5]1[CH2:6][CH:7]2[CH2:12][C:11]([NH:14][CH2:15][C:16]([N:18]3[CH2:22][CH2:21][CH2:20][C@H:19]3[C:23]#[N:24])=[O:17])([CH3:13])[CH2:10][CH:8]2[CH2:9]1)=[O:4] |f:1.2,4.5|. The yield is 9.8%. Solvent: ClCCl (dichloromethane). Reported procedure: 5-[2-(2-Cyano-pyrrolidin-1-yl)-2-oxo-ethylamino]-5-methyl-hexahydro-cyclopnta[c]pyrrole-2-carboxylic acid dimethylamide 12g (150 mg, 0.43 mmol) and p-toluenesulfonic acid monohydrate (82 mg, 0.43 mmol) were dissolved in 4 mL of dichloromethane with stirring. The reaction mixture was stirred for 10 minutes and concentrated under reduced pressure to obtain the title compound 5-[2-((S)-2-cyano-pyrrolidin-1-yl)-2-oxo-ethylamino]-5-methyl-hexahydro-cyclopenta[c]pyrrole-2-carboxylic acid dimethylamide... The product is C1(=CC=C(C=C1)S(=O)(=O)O)C.CN(C(=O)N1CC2C(C1)CC(C2)(C)NCC(=O)N2[C@@H](CCC2)C#N)C (5-[2-((S)-2-cyano-pyrrolidin-1-yl)-2-oxo-ethylamino]-5-methyl-hexahydro-cyclopenta[c]pyrrole-2-carboxylic acid dimethylamide p-toluenesulfonate).